From a dataset of the Open Reaction Database (ORD), a public repository of structured organic reaction records. describe an organic reaction: reactants, conditions, products, and yield The reactants are Cl.CC=1C=CC2=C(C(CC3(CCNCC3)O2)=O)C1 (3,4-Dihydro-6-methylspiro[2H-1-benzopyran-2,4'-piperidine]-4-one hydrochloride), CN1CCOCC1 (N-methyl morpholine), C(CCl)Cl (EDC), CC(C)(OC(=O)NC(C(=O)N[C@@H](C(=O)O)CC1=CNC2=CC=CC=C12)(C)C)C (α(R)-[[2-[[(1,1-dimethylethoxy)carbonyl]amino]-2,2-dimethyl-1-oxoethyl]amino]-1H-indole-3-propanoic acid), C=1C=CC2=C(C1)N=NN2O (HOBT). The product is CC=1C=CC2=C(C(CC3(CCN(CC3)C(=O)[C@@H](CC3=CNC4=CC=CC=C34)NC(C(C)(C)NC(=O)OC(C)(C)C)=O)O2)=O)C1 (N-[1(R)-[(3,4-dihydro-6-methyl-4-oxospiro[2H-1-benzopyran-2,4'-piperidin]-1'-yl)carbonyl]-2-(indol-3-yl)ethyl]-2-[[(1,1-dimethylethyloxy)carbonyl]amino]-2-methylpropanamide). As a reaction SMILES: Cl.[CH3:2][C:3]1[CH:4]=[CH:5][C:6]2[O:16][C:10]3([CH2:15][CH2:14][NH:13][CH2:12][CH2:11]3)[CH2:9][C:8](=[O:17])[C:7]=2[CH:18]=1.[CH3:19][C:20]([CH3:46])([O:22][C:23]([NH:25][C:26]([CH3:45])([CH3:44])[C:27]([NH:29][C@H:30]([CH2:34][C:35]1[C:43]2[C:38](=[CH:39][CH:40]=[CH:41][CH:42]=2)[NH:37][CH:36]=1)[C:31](O)=[O:32])=[O:28])=[O:24])[CH3:21].C1C=CC2N(O)N=NC=2C=1.CN1CCOCC1.C(Cl)CCl>>[CH3:2][C:3]1[CH:4]=[CH:5][C:6]2[O:16][C:10]3([CH2:11][CH2:12][N:13]([C:31]([C@H:30]([NH:29][C:27](=[O:28])[C:26]([NH:25][C:23]([O:22][C:20]([CH3:46])([CH3:21])[CH3:19])=[O:24])([CH3:45])[CH3:44])[CH2:34][C:35]4[C:43]5[C:38](=[CH:39][CH:40]=[CH:41][CH:42]=5)[NH:37][CH:36]=4)=[O:32])[CH2:14][CH2:15]3)[CH2:9][C:8](=[O:17])[C:7]=2[CH:18]=1 |f:0.1|. Procedure: Prepared by the procedure described in Example 3, Step B. 3,4-Dihydro-6-methylspiro[2H-1-benzopyran-2,4'-piperidine]-4-one hydrochloride (20 mg, 0.058 mmol), (Hashigaki et al Chem. Pharm. Bull. 32 pg 3561-3568 (1984)) α(R)-[[2-[[(1,1-dimethylethoxy)carbonyl]amino]-2,2-dimethyl-1-oxoethyl]amino]-1H-indole-3-propanoic acid) (32 mg, 0.082 mmol), HOBT (1 eq.), N-methyl morpholine (0.03 mL, 0.28 mmol), and EDC (40 mg, 0.21 mmol). Reaction time: 8 hours. Yield: 34 mg (86%). Starting materials: COC(=O)c1cccc(Br)c1, O=C([O-])[O-], CN(C)C=O, CCOC(C)=O, [Cs+], [Cs+], OB(O)c1ccncc1. Product: COC(=O)c1cccc(-c2ccncc2)c1. Reaction SMILES: [Br:10][c:11]1[cH:12][c:13]([C:14](=[O:15])[O:16][CH3:17])[cH:18][cH:19][cH:20]1.[C:21](=[O:22])([O-:23])[O-:24].[CH3:27][N:28]([CH3:29])[CH:30]=[O:31].[CH3:32][CH2:33][O:34][C:35](=[O:36])[CH3:37].[Cs+:25].[Cs+:26].[n:1]1[cH:2][cH:3][c:4]([B:7]([OH:8])[OH:9])[cH:5][cH:6]1>>[n:1]1[cH:2][cH:3][c:4](-[c:11]2[cH:12][c:13]([C:14](=[O:15])[O:16][CH3:17])[cH:18][cH:19][cH:20]2)[cH:5][cH:6]1. Product: C(C)OC(=O)[C@@H]1[C@H](CC(C1)=C)C(NC1=NC=C(C=C1)Cl)=O ((1S,2S)-2-(5-Chloro-pyridin-2-ylcarbamoyl)-4-methylene-cyclopentanecar-boxylic acid ethyl ester). The yield is 48.0%. Procedure: Starting from 41b, the title compound was prepared in 48% yield according to the procedure for example 1 and 2, step 2 using 2-amino-5-chloropyridine. MS: 309.1 (M+H)+. RXN SMILES: [CH2:1]([O:3][C:4]([C@H:6]1[CH2:10][C:9](=[CH2:11])[CH2:8][C@@H:7]1[C:12]([OH:14])=O)=[O:5])[CH3:2].[NH2:15][C:16]1[CH:21]=[CH:20][C:19]([Cl:22])=[CH:18][N:17]=1>>[CH2:1]([O:3][C:4]([C@H:6]1[CH2:10][C:9](=[CH2:11])[CH2:8][C@@H:7]1[C:12](=[O:14])[NH:15][C:16]1[CH:21]=[CH:20][C:19]([Cl:22])=[CH:18][N:17]=1)=[O:5])[CH3:2]. The reactants are C(C)OC(=O)[C@@H]1[C@H](CC(C1)=C)C(=O)O ((1S,2S)-4-Methylene-cyclopentane-1,2-dicarboxylic acid monoethyl ester), NC1=NC=C(C=C1)Cl (2-amino-5-chloropyridine).